This data is from the Open Reaction Database (ORD), a public repository of structured organic reaction records. The task is: describe an organic reaction: reactants, conditions, products, and yield Procedure details: An ethanolic solution of 5.9 g (0.028 mol) 1,3-dihydro-1-(4-pyridyl)-2H-imidazole-2-thione prepared in Example 8 is charged with 23.0 g Raney nickel and 10 ml concentrated ammonium hydroxide. The black slurry is refluxed for 2 hours, then filtered to remove the nickel catalyst. The ethanol is removed under vacuum and the product is extracted into CH2Cl2 (2×100 ml). Drying (NaSO4) and concentration gives the 1-(4-pyridyl)-1H-imidazole. Solvent: [OH-].[NH4+] (ammonium hydroxide). Starting materials: N1=CC=C(C=C1)N1C(NC=C1)=S (1,3-Dihydro-1-(4-pyridyl)-2H-imidazole-2-thione). Yields the product N1=CC=C(C=C1)N1C=NC=C1 (1-(4-pyridyl)-1H-imidazole). RXN SMILES: [N:1]1[CH:6]=[CH:5][C:4]([N:7]2[CH:11]=[CH:10][NH:9][C:8]2=S)=[CH:3][CH:2]=1>[Ni].[OH-].[NH4+]>[N:1]1[CH:6]=[CH:5][C:4]([N:7]2[CH:11]=[CH:10][N:9]=[CH:8]2)=[CH:3][CH:2]=1 |f:2.3|. The reagents and catalysts are [Ni] (Raney nickel). As a reaction SMILES: [CH3:22][NH2:23].[CH3:24][OH:25].[S:1](=[O:2])(=[O:3])([c:4]1[cH:5][cH:6][c:7]([CH3:8])[cH:9][cH:10]1)[N:11]1[CH:12]([CH2:14][C:15]2([OH:21])[CH2:16][CH2:17][CH2:18][CH2:19][CH2:20]2)[CH2:13]1>>[S:1](=[O:2])(=[O:3])([c:4]1[cH:5][cH:6][c:7]([CH3:8])[cH:9][cH:10]1)[NH:11][CH:12]([CH2:13][NH:23][CH3:22])[CH2:14][C:15]1([OH:21])[CH2:16][CH2:17][CH2:18][CH2:19][CH2:20]1. The reactants are CN, CO, Cc1ccc(S(=O)(=O)N2CC2CC2(O)CCCCC2)cc1. Product: CNCC(CC1(O)CCCCC1)NS(=O)(=O)c1ccc(C)cc1. RXN SMILES: [C:1]([CH3:2])([CH3:3])([CH3:4])[O:5][C:6](=[O:7])[NH:8][CH2:9][C:10](=[O:11])[OH:12].[C:20]([Cl:21])(=[O:22])[O:23][CH2:24][CH:25]([CH3:26])[CH3:27].[CH2:68]([Cl:69])[Cl:70].[CH3:13][N:14]1[CH2:15][CH2:16][O:17][CH2:18][CH2:19]1.[NH2:28][CH:29]1[CH2:30][N:31]([c:35]2[c:36]3[c:41]4[n:40]([cH:48][c:47]([C:49](=[O:50])[OH:51])[c:46](=[O:52])[c:42]4[cH:43][c:44]2[F:45])[N:39]([CH3:53])[CH2:38][CH2:37]3)[CH2:32][CH:33]1[CH3:34].[OH2:67].[OH:54][C:55]([CH2:56][C:57]([C:58](=[O:59])[OH:60])([CH2:61][C:62](=[O:63])[OH:64])[OH:65])=[O:66]>>[C:1]([CH3:2])([CH3:3])([CH3:4])[O:5][C:6](=[O:7])[NH:8][CH2:9][C:10](=[O:12])[NH:28][CH:29]1[CH2:30][N:31]([c:35]2[c:36]3[c:41]4[n:40]([cH:48][c:47]([C:49](=[O:50])[OH:51])[c:46](=[O:52])[c:42]4[cH:43][c:44]2[F:45])[N:39]([CH3:53])[CH2:38][CH2:37]3)[CH2:32][CH:33]1[CH3:34]. The product is CC1CN(c2c(F)cc3c(=O)c(C(=O)O)cn4c3c2CCN4C)CC1NC(=O)CNC(=O)OC(C)(C)C. Reactants: CC(C)(C)OC(=O)NCC(=O)O, CC(C)COC(=O)Cl, ClCCl, CN1CCOCC1, CC1CN(c2c(F)cc3c(=O)c(C(=O)O)cn4c3c2CCN4C)CC1N, O, O=C(O)CC(O)(CC(=O)O)C(=O)O. The reactants are CCOC(COC(=O)c1ccccc1)OCC, Cc1ccccc1, O, OCCS, Cc1ccc(S(=O)(=O)O)cc1. The product is O=C(OCC1OCCS1)c1ccccc1. As a reaction SMILES: [CH2:1]([CH3:2])[O:3][CH:4]([CH2:5][O:6][C:7]([c:8]1[cH:9][cH:10][cH:11][cH:12][cH:13]1)=[O:14])[O:15][CH2:16][CH3:17].[CH3:34][c:35]1[cH:36][cH:37][cH:38][cH:39][cH:40]1.[OH2:22].[SH:18][CH2:19][CH2:20][OH:21].[c:23]1([CH3:24])[cH:25][cH:26][c:27]([S:28]([OH:29])(=[O:30])=[O:31])[cH:32][cH:33]1>>[CH2:1]1[CH2:2][S:18][CH:4]([CH2:5][O:6][C:7]([c:8]2[cH:9][cH:10][cH:11][cH:12][cH:13]2)=[O:14])[O:3]1. Reactants: CCCCCCCCCCCC(=O)NC(C(=O)O)C(C)C, CC(C)O, O=S(=O)(O)O. The product is CCCCCCCCCCCC(=O)NC(C(=O)OC(C)C)C(C)C. RXN SMILES: [C:1]([CH2:2][CH2:3][CH2:4][CH2:5][CH2:6][CH2:7][CH2:8][CH2:9][CH2:10][CH2:11][CH3:12])(=[O:13])[NH:14][CH:15]([CH:16]([CH3:17])[CH3:18])[C:19](=[O:20])[OH:21].[CH:27]([CH3:28])([CH3:29])[OH:30].[S:22](=[O:23])(=[O:24])([OH:25])[OH:26]>>[C:1]([CH2:2][CH2:3][CH2:4][CH2:5][CH2:6][CH2:7][CH2:8][CH2:9][CH2:10][CH2:11][CH3:12])(=[O:13])[NH:14][CH:15]([CH:16]([CH3:17])[CH3:18])[C:19]([O:20][CH:27]([CH3:28])[CH3:29])=[O:21]. Starting materials: NC1=C(C=C(C=C1)F)C(CC(C(=O)NC=1C=CC2=C(C(=NOC2=O)C)C1)(C(F)(F)F)O)(C)C (6-[4-(2-amino-5-fluorophenyl)-2-hydroxy-4-methyl-2-trifluoromethylvaleroylamino]-4-methyl-2,3-benzoxazin-1-one), C(C)(=O)OC(C)=O (acetic acid anhydride), C(C)(=O)OCC (ethyl acetate), C([O-])(O)=O.[Na+] (sodium bicarbonate). Run in O1CCCC1 (tetrahydrofuran). Product: C(C)(=O)NC1=C(C=C(C=C1)F)C(CC(C(=O)NC=1C=CC2=C(C(=NOC2=O)C)C1)(C(F)(F)F)O)(C)C (6-[4-(2-acetylamino-5-fluorophenyl)-2-hydroxy-4-methyl-2-trifluoromethylvaleroylamino]-4-methyl-2,3-benzoxazin-1-one). Reaction SMILES: [NH2:1][C:2]1[CH:7]=[CH:6][C:5]([F:8])=[CH:4][C:3]=1[C:9]([CH3:33])([CH3:32])[CH2:10][C:11]([OH:31])([C:27]([F:30])([F:29])[F:28])[C:12]([NH:14][C:15]1[CH:16]=[CH:17][C:18]2[C:23](=[O:24])[O:22][N:21]=[C:20]([CH3:25])[C:19]=2[CH:26]=1)=[O:13].[C:34](OC(=O)C)(=[O:36])[CH3:35].C(OCC)(=O)C.C(=O)(O)[O-].[Na+]>O1CCCC1>[C:34]([NH:1][C:2]1[CH:7]=[CH:6][C:5]([F:8])=[CH:4][C:3]=1[C:9]([CH3:33])([CH3:32])[CH2:10][C:11]([OH:31])([C:27]([F:30])([F:29])[F:28])[C:12]([NH:14][C:15]1[CH:16]=[CH:17][C:18]2[C:23](=[O:24])[O:22][N:21]=[C:20]([CH3:25])[C:19]=2[CH:26]=1)=[O:13])(=[O:36])[CH3:35] |f:3.4|. Procedure: 9.4 mg of 6-[4-(2-amino-5-fluorophenyl)-2-hydroxy-4-methyl-2-trifluoromethylvaleroylamino]-4-methyl-2,3-benzoxazin-1-one and 0.04 ml of acetic acid anhydride in 0.5 ml of tetrahydrofuran are stirred for 2 days at room temperature, and mixed with ethyl acetate and sodium bicarbonate solution. The ethyl acetate solution is dried and concentrated by evaporation. After chromatography on silica gel, 8 mg of 6-[4-(2-acetylamino-5-fluorophenyl)-2-hydroxy-4-methyl-2-trifluoromethylvaleroylamino]-4-methy... Reactants: COC1=C(C(=CC=C1)OC)C1CCCC(N1)=O (6-(2,6-dimethoxyphenyl)piperidin-2-one), BrCC=1OC2=C(C1)C=CC=C2 (2-(bromomethyl)benzofuran). The product is O1C(=CC2=C1C=CC=C2)CN2C(CCCC2C2=C(C=CC=C2OC)OC)=O (1-(benzofuran-2-ylmethyl)-6-(2,6-dimethoxyphenyl)piperidin-2-one). As a reaction SMILES: [CH3:1][O:2][C:3]1[CH:8]=[CH:7][CH:6]=[C:5]([O:9][CH3:10])[C:4]=1[CH:11]1[NH:16][C:15](=[O:17])[CH2:14][CH2:13][CH2:12]1.Br[CH2:19][C:20]1[O:21][C:22]2[CH:28]=[CH:27][CH:26]=[CH:25][C:23]=2[CH:24]=1>>[O:21]1[C:22]2[CH:28]=[CH:27][CH:26]=[CH:25][C:23]=2[CH:24]=[C:20]1[CH2:19][N:16]1[CH:11]([C:4]2[C:5]([O:9][CH3:10])=[CH:6][CH:7]=[CH:8][C:3]=2[O:2][CH3:1])[CH2:12][CH2:13][CH2:14][C:15]1=[O:17]. Procedure: Prepared according to the described general procedure 4 (GP4) by reaction of 6-(2,6-dimethoxyphenyl)piperidin-2-one with 2-(bromomethyl)benzofuran. Subsequent purification by preparative HPLC afforded the target compound. LC-MS (conditions F): tR=0.83 min.; [M+H]+: 366.15 g/mol. The reactants are aqueous solution, [OH-].[Na+] (sodium hydroxide), BrC1=CN2C(S1)=C(N=C2)C(=O)O (2-bromoimidazo[5,1-b]thiazole-7-carboxylic acid). Run in C(CO)O (ethylene glycol). Product: BrC1=CN2C(S1)=CN=C2 (2-bromoimidazo[5,1-b]thiazole). The yield is 49.2%. RXN SMILES: [Br:1][C:2]1[S:6][C:5]2=[C:7](C(O)=O)[N:8]=[CH:9][N:4]2[CH:3]=1.[OH-].[Na+]>C(O)CO>[Br:1][C:2]1[S:6][C:5]2=[CH:7][N:8]=[CH:9][N:4]2[CH:3]=1 |f:1.2|. Reported procedure: A solution of 2-bromoimidazo[5,1-b]thiazole-7-carboxylic acid (28 mg, 0.11 mmol) in ethylene glycol (1 ml) was stirred at 180° C. for 2.5 hr. The reaction solution was allowed to cool to room temperature, a 2.7 M aqueous solution (5 ml) of sodium hydroxide was added to the cooled solution, and the mixture was extracted with ethyl acetate (5 ml×3). The organic layer was washed with saturated brine and was dried over anhydrous sodium sulfate. The solvent was removed by distillation under the reduc... The reactants are C(C1=CC=CC=C1)=NN1C(N(C=C1)N=CC1=CC=CC=C1)=S (1,3-bis(benzylideneamino)-1,3-dihydro-2H-imidazole-2-thione), F[B-](F)(F)F.C[O+](C)C (trimethyloxonium tetrafluoroborate). The solvent is ClCCl (dichloromethane). Reaction conditions: time 3 hour. Product: F[B-](F)(F)F.C(C1=CC=CC=C1)=N[N+]1=C(N(C=C1)N=CC1=CC=CC=C1)SC (1,3-bis(benzylideneamino)-2-(methylthio)imidazolium tetrafluoroborate). Reaction SMILES: [CH:1](=[N:8][N:9]1[CH:13]=[CH:12][N:11]([N:14]=[CH:15][C:16]2[CH:21]=[CH:20][CH:19]=[CH:18][CH:17]=2)[C:10]1=[S:22])[C:2]1[CH:7]=[CH:6][CH:5]=[CH:4][CH:3]=1.[F:23][B-:24]([F:27])([F:26])[F:25].[CH3:28][O+](C)C>ClCCl>[F:23][B-:24]([F:27])([F:26])[F:25].[CH:15](=[N:14][N+:11]1[CH:12]=[CH:13][N:9]([N:8]=[CH:1][C:2]2[CH:3]=[CH:4][CH:5]=[CH:6][CH:7]=2)[C:10]=1[S:22][CH3:28])[C:16]1[CH:21]=[CH:20][CH:19]=[CH:18][CH:17]=1 |f:1.2,4.5|. Procedure: 3.06 g of 1,3-bis(benzylideneamino)-1,3-dihydro-2H-imidazole-2-thione in 100 ml of absolute dichloromethane are treated with 1.47 g of trimethyloxonium tetrafluoroborate, the mixture is stirred at room temperature for 3 hours and the resulting precipitate is removed by filtration under suction. From the filtrate, there is precipitated by the addition of diethyl ether an additional portion of the desired product which, together with the first portion, is washed once with water, once with cold met...